Dataset: the Open Reaction Database (ORD), a public repository of structured organic reaction records. Task: describe an organic reaction: reactants, conditions, products, and yield The reactants are Cc1nscc1C(=O)O, [Cl-], Cl, c1ccncc1, N#CC(N)c1ccco1. Product: Cc1nscc1C(=O)NC(C#N)c1ccco1. Reaction SMILES: [CH3:12][c:13]1[n:14][s:15][cH:16][c:17]1[C:18](=[O:19])[OH:20].[Cl-:11].[ClH:1].[cH:21]1[cH:22][cH:23][n:24][cH:25][cH:26]1.[o:2]1[c:3]([CH:7]([C:8]#[N:9])[NH2:10])[cH:4][cH:5][cH:6]1>>[o:2]1[c:3]([CH:7]([C:8]#[N:9])[NH:10][C:18]([c:17]2[c:13]([CH3:12])[n:14][s:15][cH:16]2)=[O:19])[cH:4][cH:5][cH:6]1. Starting materials: C1(=CC=C(C=C1)OCCCC#CC1=CC=C(C=C1)C[C@@H](C(=O)O)OC)C1=CC=CC=C1 ((2S)-3-{4-[5-(Biphenyl-4-yloxy)-pent-1-ynyl]-phenyl}-2-methoxy-propionic acid), [H][H] (hydrogen). The reagents and catalysts are [Pd] (Palladium). Solvent: CO (methanol). Product: C1(=CC=C(C=C1)OCCCCCC1=CC=C(C=C1)C[C@@H](C(=O)O)OC)C1=CC=CC=C1 ((2S)-3-{4-[5-(Biphenyl-4-yloxy)-pentyl]-phenyl}-2-methoxy-propionic acid). Reaction SMILES: [C:1]1([C:26]2[CH:31]=[CH:30][CH:29]=[CH:28][CH:27]=2)[CH:6]=[CH:5][C:4]([O:7][CH2:8][CH2:9][CH2:10][C:11]#[C:12][C:13]2[CH:18]=[CH:17][C:16]([CH2:19][C@H:20]([O:24][CH3:25])[C:21]([OH:23])=[O:22])=[CH:15][CH:14]=2)=[CH:3][CH:2]=1.[H][H]>CO.[Pd]>[C:1]1([C:26]2[CH:27]=[CH:28][CH:29]=[CH:30][CH:31]=2)[CH:2]=[CH:3][C:4]([O:7][CH2:8][CH2:9][CH2:10][CH2:11][CH2:12][C:13]2[CH:18]=[CH:17][C:16]([CH2:19][C@H:20]([O:24][CH3:25])[C:21]([OH:23])=[O:22])=[CH:15][CH:14]=2)=[CH:5][CH:6]=1. Procedure: The title compound was prepared as follows: (2S)-3-{4-[5-(Biphenyl-4-yloxy)-pent-1-ynyl]-phenyl}-2-methoxy-propionic acid from Example 21 (0.08 mmol) was dissolved in methanol (10 mL). Palladium 10% on activated carbon (0.004 g, 0.004 mmol) was added and the solution saturated with hydrogen (1 Atm) and stirred for 5 hours. The mixture was filtered through a pad of celite and concentrated under vacuum. The residue was purified by column chromatography. MS (ES) for C27H30O4 [M−H]−: 417.3. The reactants are CCN(C(C)C)C(C)C, Cc1onc(-c2ccc(F)cc2)c1COc1ccc(C(=O)O)cn1, F[B-](F)(F)F, NCC(F)(F)F, CN(C)C=O, CN(C)C(On1nnc2ccccc21)=[N+](C)C. Yields the product Cc1onc(-c2ccc(F)cc2)c1COc1ccc(C(=O)NCC(F)(F)F)cn1. As a reaction SMILES: [CH:47]([N:48]([CH2:49][CH3:50])[CH:51]([CH3:52])[CH3:53])([CH3:54])[CH3:55].[F:1][c:2]1[cH:3][cH:4][c:5](-[c:8]2[n:9][o:10][c:11]([CH3:24])[c:12]2[CH2:13][O:14][c:15]2[n:16][cH:17][c:18]([C:19](=[O:20])[OH:21])[cH:22][cH:23]2)[cH:6][cH:7]1.[F:25][B-:26]([F:27])([F:28])[F:29].[F:56][C:57]([CH2:58][NH2:59])([F:60])[F:61].[O:62]=[CH:63][N:64]([CH3:65])[CH3:66].[n:30]1([O:31][C:32]([N:33]([CH3:34])[CH3:35])=[N+:36]([CH3:37])[CH3:38])[c:39]2[cH:40][cH:41][cH:42][cH:43][c:44]2[n:45][n:46]1>>[F:1][c:2]1[cH:3][cH:4][c:5](-[c:8]2[n:9][o:10][c:11]([CH3:24])[c:12]2[CH2:13][O:14][c:15]2[n:16][cH:17][c:18]([C:19](=[O:21])[NH:59][CH2:58][C:57]([F:56])([F:60])[F:61])[cH:22][cH:23]2)[cH:6][cH:7]1. The reactants are [Al+3], O=C(Br)CBr, [Cl-], [Cl-], [Cl-], ClCCl, Fc1cnc2[nH]ccc2c1, [Na+], O=C([O-])O, O. The product is O=C(CBr)c1c[nH]c2ncc(F)cc12. Reaction SMILES: [Al+3:2].[Br:15][CH2:16][C:17](=[O:18])[Br:19].[Cl-:1].[Cl-:3].[Cl-:4].[Cl:25][CH2:26][Cl:27].[F:5][c:6]1[cH:7][c:8]2[c:9]([n:10][cH:11]1)[nH:12][cH:13][cH:14]2.[Na+:24].[O-:20][C:21]([OH:22])=[O:23].[OH2:28]>>[F:5][c:6]1[cH:7][c:8]2[c:9]([n:10][cH:11]1)[nH:12][cH:13][c:14]2[C:17]([CH2:16][Br:15])=[O:18]. Reactants: CCO, COc1ccc2cc(CCCCC(=O)C=Cc3cccnc3)ccc2c1, O=C[O-], [NH4+]. Product: COc1ccc2cc(CCCCC(=O)CCc3cccnc3)ccc2c1. Reaction SMILES: [CH3:31][CH2:32][OH:33].[CH3:5][O:6][c:7]1[cH:8][c:9]2[cH:10][cH:11][c:12]([CH2:17][CH2:18][CH2:19][CH2:20][C:21]([CH:22]=[CH:23][c:24]3[cH:25][n:26][cH:27][cH:28][cH:29]3)=[O:30])[cH:13][c:14]2[cH:15][cH:16]1.[CH:1]([O-:2])=[O:3].[NH4+:4]>>[CH3:5][O:6][c:7]1[cH:8][c:9]2[cH:10][cH:11][c:12]([CH2:17][CH2:18][CH2:19][CH2:20][C:21]([CH2:22][CH2:23][c:24]3[cH:25][n:26][cH:27][cH:28][cH:29]3)=[O:30])[cH:13][c:14]2[cH:15][cH:16]1.